From a dataset of the Open Reaction Database (ORD), a public repository of structured organic reaction records. describe an organic reaction: reactants, conditions, products, and yield The reactants are Cl.COC([C@@H](N)CC(C)C)=O (L-leucine methyl ester HCl), N1=C(C=CC=C1)CC(=O)O (2-pyridylacetic acid). Product: COC([C@@H](NC(CC1=NC=CC=C1)=O)CC(C)C)=O (2-Pyridylacetylleucine Methyl Ester). RXN SMILES: Cl.[CH3:2][O:3][C:4](=[O:11])[C@H:5]([CH2:7][CH:8]([CH3:10])[CH3:9])[NH2:6].[N:12]1[CH:17]=[CH:16][CH:15]=[CH:14][C:13]=1[CH2:18][C:19](O)=[O:20]>>[CH3:2][O:3][C:4](=[O:11])[C@H:5]([CH2:7][CH:8]([CH3:10])[CH3:9])[NH:6][C:19](=[O:20])[CH2:18][C:13]1[CH:14]=[CH:15][CH:16]=[CH:17][N:12]=1 |f:0.1|. Reported procedure: Prepared from L-leucine methyl ester HCl and 2-pyridylacetic acid according to the procedure from Example 14. Reactants: CC1=NC2=CC=CC=C2C(=C1C)OC(C)=O (2,3-dimethyl-4-acetoxyquinoline), [Se](=O)=O (selenium dioxide), O (water). Solvent: O1CCOCC1 (1,4-dioxane). Yields the product C(=O)C1=NC2=CC=CC=C2C(=C1C)OC(C)=O (2-formyl-3-methyl-4-acetoxyquinoline). Yield: 52.3%. Reaction SMILES: [CH3:1][C:2]1[C:11]([CH3:12])=[C:10]([O:13][C:14](=[O:16])[CH3:15])[C:9]2[C:4](=[CH:5][CH:6]=[CH:7][CH:8]=2)[N:3]=1.[Se](=O)=[O:18].O>O1CCOCC1>[CH:1]([C:2]1[C:11]([CH3:12])=[C:10]([O:13][C:14](=[O:16])[CH3:15])[C:9]2[C:4](=[CH:5][CH:6]=[CH:7][CH:8]=2)[N:3]=1)=[O:18]. Procedure details: A solution of 4.30 g (20.0 mmols) of 2,3-dimethyl-4-acetoxyquinoline, 2.44 g (22.0 mmols) of selenium dioxide, 8 ml of water and 80 ml 1,4-dioxane was refluxed for 3 hours. The solvent was distilled off under reduced pressure, after which 100 ml of chloroform was added, followed by washing with a saturated sodium hydrogencarbonate aqueous solution and then with water, and drying with sodium sulfate. The solvent was distilled off under reduced pressure and the resultant crude product was purified... The reactants are C(C)OC(=O)C=1OC2=C(C1C)C(=CC=C2)OCCCN(CC=2C=NC=CC2)C(=O)OC(C)(C)C (4-[3-(tert-Butoxycarbonyl-pyridin-3-ylmethyl-amino)-propoxy]-3-methyl-benzofuran-2-carboxylic acid ethyl ester), intermediate, [OH-].[Li+] (lithium hydroxide), Cl (HCl), C(C)(=O)OCC (ethyl acetate). Solvent: O1CCCC1 (tetrahydrofuran), O (water). Product: C(C)(C)(C)OC(=O)N(CCCOC1=CC=CC2=C1C(=C(O2)C(=O)O)C)CC=2C=NC=CC2 (4-[3-(tert-butoxycarbonyl-pyridin-3-ylmethyl-amino)-propoxy]-3-methyl-benzofuran-2-carboxylic acid). The yield is 96.5%. Reaction SMILES: C([O:3][C:4]([C:6]1[O:7][C:8]2[CH:15]=[CH:14][CH:13]=[C:12]([O:16][CH2:17][CH2:18][CH2:19][N:20]([C:28]([O:30][C:31]([CH3:34])([CH3:33])[CH3:32])=[O:29])[CH2:21][C:22]3[CH:23]=[N:24][CH:25]=[CH:26][CH:27]=3)[C:9]=2[C:10]=1[CH3:11])=[O:5])C.[OH-].[Li+].Cl.C(OCC)(=O)C>O1CCCC1.O>[C:31]([O:30][C:28]([N:20]([CH2:21][C:22]1[CH:23]=[N:24][CH:25]=[CH:26][CH:27]=1)[CH2:19][CH2:18][CH2:17][O:16][C:12]1[C:9]2[C:10]([CH3:11])=[C:6]([C:4]([OH:5])=[O:3])[O:7][C:8]=2[CH:15]=[CH:14][CH:13]=1)=[O:29])([CH3:34])([CH3:32])[CH3:33] |f:1.2|. Reported procedure: 4-[3-(tert-Butoxycarbonyl-pyridin-3-ylmethyl-amino)-propoxy]-3-methyl-benzofuran-2-carboxylic acid ethyl ester (634 mg), the first intermediate of Example 87, was stirred with lithium hydroxide (113 mg) in tetrahydrofuran (2.7 ml) and water (2.7 ml) at 50° C. overnight. 2N HCl (1.35 ml) and ethyl acetate were added to the reaction mixture. The organic layer was separated, dried over anhydrous sodium sulfate and concentrated under reduced pressure. The product was obtained as a colorless foam (57... Starting materials: 16a, C(#N)C1=CC2=CC[C@H]3[C@@H]4CC[C@@H]([C@@]4(C)CC[C@@H]3[C@]2(CC1)C)C(=O)O (3-cyanoandrosta-3,5-diene-17β-carboxylic acid), CC(C)(C1=CC=CC=C1)N (1-methyl-1-phenylethylamine). Yields the product CC(C)(C1=CC=CC=C1)NC(=O)[C@@H]1[C@]2(C)[C@@H](CC1)[C@@H]1CC=C3C=C(CC[C@]3(C)[C@H]1CC2)C#N (N-[1-Methyl-1-phenylethyl]-3-cyanoandrosta-3,5-diene-17β-carboxamide). Yield: 74.0%. RXN SMILES: [C:1]([C:3]1[CH2:20][CH2:19][C@@:18]2([CH3:21])[C:5](=[CH:6][CH2:7][C@@H:8]3[C@@H:17]2[CH2:16][CH2:15][C@@:13]2([CH3:14])[C@H:9]3[CH2:10][CH2:11][C@@H:12]2[C:22](O)=[O:23])[CH:4]=1)#[N:2].[CH3:25][C:26]([NH2:34])([C:28]1[CH:33]=[CH:32][CH:31]=[CH:30][CH:29]=1)[CH3:27]>>[CH3:25][C:26]([NH:34][C:22]([C@H:12]1[CH2:11][CH2:10][C@H:9]2[C@H:8]3[C@H:17]([CH2:16][CH2:15][C@:13]12[CH3:14])[C@:18]1([CH3:21])[C:5]([CH:4]=[C:3]([C:1]#[N:2])[CH2:20][CH2:19]1)=[CH:6][CH2:7]3)=[O:23])([C:28]1[CH:33]=[CH:32][CH:31]=[CH:30][CH:29]=1)[CH3:27]. Reported procedure: Following a procedure similar to that described in Preparation 16a, but using 3-cyanoandrosta-3,5-diene-17β-carboxylic acid [prepared as described in Example 1(b)] and 1-methyl-1-phenylethylamine as starting materials, in relative proportions similar to those used in that Preparation, the title compound was obtained in a yield of 74%.